This data is from the Open Reaction Database (ORD), a public repository of structured organic reaction records. The task is: describe an organic reaction: reactants, conditions, products, and yield Reactants: C1(=CC=C(C=C1)S(=O)(=O)O)C (p-toluenesulfonic acid), O1CCOCC1.O (dioxane water). Yields the product OC1C=C(C(C1)=O)CC#C (4-hydroxy-2-(2-propynyl)-2-cyclopenten-1-one). Reaction SMILES: [C:1]1([CH3:11])[CH:6]=[CH:5][C:4](S(O)(=O)=O)=C[CH:2]=1.[O:12]1[CH2:17][CH2:16]OCC1.[OH2:18]>>[OH:12][CH:17]1[CH2:16][C:11](=[O:18])[C:1]([CH2:6][C:5]#[CH:4])=[CH:2]1 |f:1.2|. Procedure: To a solution of 40.2 g (0.295 mole) of the title compound of Example 1 in 800 ml of a 8:1 dioxane/water mixture was added 4 g (0.21 mole) of p-toluenesulfonic acid. The reaction mixture was heated at 83° for 36 hours under argon, cooled, and diluted with 500 ml of ethyl acetate. The organic phase was washed once with water and two times each with 5% sodium bicarbonate solution and brine solution. The aqueous washes were combined and extracted with ethyl acetate. The combined organic phases were...